Task: describe an organic reaction: reactants, conditions, products, and yield. Dataset: the Open Reaction Database (ORD), a public repository of structured organic reaction records The reactants are C#CCN, Cl, CC1(C)OC(C)(C)c2c1sc(NC(=O)c1c(F)cccc1C(F)(F)F)c2C(=O)O. The product is C#CCNC(=O)c1c(NC(=O)c2c(F)cccc2C(F)(F)F)sc2c1C(C)(C)OC2(C)C. As a reaction SMILES: [CH2:31]([C:32]#[CH:33])[NH2:34].[ClH:30].[F:1][c:2]1[c:3]([C:4](=[O:5])[NH:6][c:7]2[c:8]([C:19](=[O:20])[OH:21])[c:9]3[c:10]([s:18]2)[C:11]([CH3:16])([CH3:17])[O:12][C:13]3([CH3:14])[CH3:15])[c:22]([C:26]([F:27])([F:28])[F:29])[cH:23][cH:24][cH:25]1>>[F:1][c:2]1[c:3]([C:4](=[O:5])[NH:6][c:7]2[c:8]([C:19](=[O:21])[NH:34][CH2:31][C:32]#[CH:33])[c:9]3[c:10]([s:18]2)[C:11]([CH3:16])([CH3:17])[O:12][C:13]3([CH3:14])[CH3:15])[c:22]([C:26]([F:27])([F:28])[F:29])[cH:23][cH:24][cH:25]1. Starting materials: Cl (HCl), C(C)(C)(C)OC(C(=O)OC)C1=C(C2=C(C(N1C)=O)N(C=C2)CC#C)C2=CC=C(C=C2)Cl (methyl 2-(tert-butoxy)-2-(4-(4-chlorophenyl)-6-methyl-7-oxo-1-(prop-2-yn-1-yl)-6,7-dihydro-1H-pyrrolo[2,3-c]pyridin-5-yl)acetate), C(C)(=O)OCCN=[N+]=[N-] (2-azidoethyl acetate), [Li+].[OH-] (LiOH). Reagents/catalysts: O.O.O.O.O.S(=O)(=O)([O-])[O-].[Cu+2] (copper(II) sulfate pentahydrate), O=C1C(O)=C(O)[C@H](O1)[C@@H](O)CO (L-(+)-ascorbic acid). Run in CO (Methanol), O1CCCC1 (Tetrahydrofuran), C(C)O (Ethanol), O (Water). Run at time 8 hour. Product: C(C)(C)(C)OC(C(=O)O)C1=C(C2=C(C(N1C)=O)N(C=C2)CC=2N=NN(C2)CCO)C2=CC=C(C=C2)Cl (2-(tert-butoxy)-2-(4-(4-chlorophenyl)-1-((1-(2-hydroxyethyl)-1H-1,2,3-triazol-4-yl)methyl)-6-methyl-7-oxo-6,7-dihydro-1H-pyrrolo[2,3-c]pyridin-5-yl)acetic acid). Yield: 177.8%. As a reaction SMILES: [C:1]([O:5][CH:6]([C:11]1[N:16]([CH3:17])[C:15](=[O:18])[C:14]2[N:19]([CH2:22][C:23]#[CH:24])[CH:20]=[CH:21][C:13]=2[C:12]=1[C:25]1[CH:30]=[CH:29][C:28]([Cl:31])=[CH:27][CH:26]=1)[C:7]([O:9]C)=[O:8])([CH3:4])([CH3:3])[CH3:2].C([O:35][CH2:36][CH2:37][N:38]=[N+:39]=[N-:40])(=O)C.[Li+].[OH-].Cl>C(O)C.O.CO.O1CCCC1.O.O.O.O.O.S([O-])([O-])(=O)=O.[Cu+2].O=C1O[C@H]([C@H](CO)O)C(O)=C1O>[C:1]([O:5][CH:6]([C:11]1[N:16]([CH3:17])[C:15](=[O:18])[C:14]2[N:19]([CH2:22][C:23]3[N:40]=[N:39][N:38]([CH2:37][CH2:36][OH:35])[CH:24]=3)[CH:20]=[CH:21][C:13]=2[C:12]=1[C:25]1[CH:26]=[CH:27][C:28]([Cl:31])=[CH:29][CH:30]=1)[C:7]([OH:9])=[O:8])([CH3:4])([CH3:2])[CH3:3] |f:2.3,9.10.11.12.13.14.15|. Reported procedure: A suspension of methyl 2-(tert-butoxy)-2-(4-(4-chlorophenyl)-6-methyl-7-oxo-1-(prop-2-yn-1-yl)-6,7-dihydro-1H-pyrrolo[2,3-c]pyridin-5-yl)acetate (20 mg, 0.045 mmol), 2-azidoethyl acetate (8.53 μL, 0.074 mmol), copper(II) sulfate pentahydrate (1.240 mg, 4.96 μmol) and L-(+)-ascorbic acid (0.874 mg, 4.96 μmol) in Ethanol (1.000 mL) and Water (0.2 mL) was irradiated in the microwave at 120° C. for 20 minutes. The mixture was diluted with Methanol (1.000 mL), and Tetrahydrofuran (THF) (1.000 mL), tr... Starting materials: FC1=C(C=CC(=C1)F)C=1N=C2OC=CN2C1C1=NC(=NC=C1)SC (6-(2,4-difluorophenyl)-5-(2-(methylthio)pyrimidin-4-yl)imidazo[2,1-b]oxazole), OOS(=O)[O-].[K+] (OXONE). Run in CO (MeOH), C(Cl)Cl (DCM), O (water). Reaction conditions: time 8 hour. The product is FC1=C(C=CC(=C1)F)C=1N=C2OC=CN2C1C1=NC(=NC=C1)S(=O)C (6-(2,4-Difluorophenyl)-5-(2-(methylsulfinyl)pyrimidin-4-yl)imidazo[2,1-b]oxazole). Yield: 96.0%. As a reaction SMILES: [F:1][C:2]1[CH:7]=[C:6]([F:8])[CH:5]=[CH:4][C:3]=1[C:9]1[N:10]=[C:11]2[N:15]([C:16]=1[C:17]1[CH:22]=[CH:21][N:20]=[C:19]([S:23][CH3:24])[N:18]=1)[CH:14]=[CH:13][O:12]2.[OH:25]OS([O-])=O.[K+]>CO.C(Cl)Cl.O>[F:1][C:2]1[CH:7]=[C:6]([F:8])[CH:5]=[CH:4][C:3]=1[C:9]1[N:10]=[C:11]2[N:15]([C:16]=1[C:17]1[CH:22]=[CH:21][N:20]=[C:19]([S:23]([CH3:24])=[O:25])[N:18]=1)[CH:14]=[CH:13][O:12]2 |f:1.2|. Procedure: A round bottom flask was charged with 6-(2,4-difluorophenyl)-5-(2-(methylthio)pyrimidin-4-yl)imidazo[2,1-b]oxazole (0.16 g, 0.47 mmol) and OXONE® (0.312 g, 0.508 mmol). The reaction mixture was diluted with MeOH (10.0 mL), DCM (10.0 mL) and water (2.0 mL). The reaction mixture was stirred at ambient temperature for about 8 h. The reaction mixture was quenched with water (100 mL) and extracted with DCM (2×200 mL). The organic phase was washed with H2O (100 mL) then dried over Na2SO4, filtered and... Starting materials: BrC1=C(C=C(N)C=C1)F (4-bromo-3-fluoro-aniline), C(C)(C)N(CC)C(C)C (diisopropylethylamine), BrCC(=O)OCC (ethyl bromoacetate). The solvent is C(C)#N (acetonitrile). Conditions: time 12 hour. The product is BrC1=C(C=C(NCC(=O)OCC)C=C1)F (ethyl 2-(4-bromo-3-fluoro-anilino)acetate). Reaction SMILES: [Br:1][C:2]1[CH:8]=[CH:7][C:5]([NH2:6])=[CH:4][C:3]=1[F:9].C(N(C(C)C)CC)(C)C.Br[CH2:20][C:21]([O:23][CH2:24][CH3:25])=[O:22]>C(#N)C>[Br:1][C:2]1[CH:8]=[CH:7][C:5]([NH:6][CH2:20][C:21]([O:23][CH2:24][CH3:25])=[O:22])=[CH:4][C:3]=1[F:9]. Procedure details: A stirred solution of 4-bromo-3-fluoro-aniline (120 g, 0.63 mol) and diisopropylethylamine (162 g, 1.26 mol) in acetonitrile (1.0 L) was heated to 60° C. and ethyl bromoacetate (105 g, 0.63 mol) was added dropwise within 2 h. The reaction mixture was stirred at this temperature for 12 h and was then evaporated to dryness. Water was added to the residue and the solid was filtered. Crystallization from petroleum ether and ethyl acetate (5:1) provided the desired product as a white solid. Starting materials: [H][H] (hydrogen), CC(CCC=C1C(NC(N1)=O)=O)(C)[N+](=O)[O-] (5-(4-methyl-4-nitropentylidene)hydantoin), [OH-].[Na+] (sodium hydroxide). Reagents/catalysts: [C].[Pd] (Palladium-carbon), [C].[Pd] (palladium-carbon). Solvent: CO (Methanol). Yields the product CC(CCCC1C(NC(N1)=O)=O)(C)[N+](=O)[O-] (5-(4-methyl-4-nitropentyl)hydantoin). The yield is 72.8%. RXN SMILES: [CH3:1][C:2]([N+:14]([O-:16])=[O:15])([CH3:13])[CH2:3][CH2:4][CH:5]=[C:6]1[NH:10][C:9](=[O:11])[NH:8][C:7]1=[O:12].[OH-].[Na+].[H][H]>[C].[Pd].CO>[CH3:13][C:2]([N+:14]([O-:16])=[O:15])([CH3:1])[CH2:3][CH2:4][CH2:5][CH:6]1[NH:10][C:9](=[O:11])[NH:8][C:7]1=[O:12] |f:1.2,4.5|. Reported procedure: Methanol (200 ml) was added to 5-(4-methyl-4-nitropentylidene)hydantoin (25.85 g, 114 mmol) and 27% aqueous sodium hydroxide solution was added to adjust the pH to 10 for dissolution. Palladium-carbon (1.1 g) and hydrogen were added for reduction. After the reaction, palladium-carbon was filtered off and methanol was evaporated by concentration under reduced pressure. Water (50 ml) was added and the pH was adjusted to 2 with concentrated hydrochloric acid. The precipitated crystals were separate... Starting materials: [H-].[Na+] (Sodium hydride), C1(CCC1)O (cyclobutanol), BrC1=CC(=C(C=C1)CBr)F (4-bromo-1-bromomethyl-2-fluorobenzene). Solvent: CN(C)C=O (DMF). Reaction conditions: time 6 hour. Product: BrC1=CC(=C(C=C1)COC1CCC1)F (4-Bromo-1-cyclobutoxymethyl-2-fluorobenzene). As a reaction SMILES: [H-].[Na+].[CH:3]1([OH:7])[CH2:6][CH2:5][CH2:4]1.[Br:8][C:9]1[CH:14]=[CH:13][C:12]([CH2:15]Br)=[C:11]([F:17])[CH:10]=1>CN(C=O)C>[Br:8][C:9]1[CH:14]=[CH:13][C:12]([CH2:15][O:7][CH:3]2[CH2:6][CH2:5][CH2:4]2)=[C:11]([F:17])[CH:10]=1 |f:0.1|. Procedure: Sodium hydride (50% in oil; 1.63 g) was cautiously added to a solution of cyclobutanol (2.7 g) in DMF (12 ml). After gas evolution ceased, 4-bromo-1-bromomethyl-2-fluorobenzene (10 g) was added at 0° C. After 6 hours at room temperature, the mixture was cautiously hydrolyzed and then partitioned between water and ethyl acetate. The organic phase was dried over magnesium sulfate and concentrated. 4-Bromo-1-cyclobutoxymethyl-2-fluorobenzene was obtained as crude product in this way. Starting materials: C(CCC)NC1CC(N(C(C1)(C)C)OC(C1=CC=CC=C1)C)(C)C (4-n-Butylamino-1-alpha-methylbenzyloxy-2,2,6,6-tetramethylpiperidine), ClP1OCC2(CO1)COP(OC2)Cl (3,9-dichloro-2,4,8,10-tetraoxa-3, 9-diphosphaspiro[5.5]undecane). Product: CC(C1=CC=CC=C1)ON1C(CC(CC1(C)C)N(P1OCC2(CO1)COP(OC2)N(C2CC(N(C(C2)(C)C)OC(C2=CC=CC=C2)C)(C)C)CCCC)CCCC)(C)C (3,9-Bis[(N-(1-alpha-methylbenzyloxy-2,2,6,6-tetramethyl-piperidin-4- yl))-n-butylamino]-2, 4,8,10-tetraoxa-3,9-diphosphaspiro[5.5]undecane). As a reaction SMILES: [CH2:1]([NH:5][CH:6]1[CH2:11][C:10]([CH3:13])([CH3:12])[N:9]([O:14][CH:15]([CH3:22])[C:16]2[CH:21]=[CH:20][CH:19]=[CH:18][CH:17]=2)[C:8]([CH3:24])([CH3:23])[CH2:7]1)[CH2:2][CH2:3][CH3:4].Cl[P:26]1[O:31][CH2:30][C:29]2([CH2:36][O:35][P:34](Cl)[O:33][CH2:32]2)[CH2:28][O:27]1>>[CH3:22][CH:15]([O:14][N:9]1[C:8]([CH3:23])([CH3:24])[CH2:7][CH:6]([N:5]([CH2:1][CH2:2][CH2:3][CH3:4])[P:26]2[O:31][CH2:30][C:29]3([CH2:36][O:35][P:34]([N:5]([CH2:1][CH2:2][CH2:3][CH3:4])[CH:6]4[CH2:11][C:10]([CH3:12])([CH3:13])[N:9]([O:14][CH:15]([CH3:22])[C:16]5[CH:17]=[CH:18][CH:19]=[CH:20][CH:21]=5)[C:8]([CH3:24])([CH3:23])[CH2:7]4)[O:33][CH2:32]3)[CH2:28][O:27]2)[CH2:11][C:10]1([CH3:13])[CH3:12])[C:16]1[CH:17]=[CH:18][CH:19]=[CH:20][CH:21]=1. Procedure: The title compound is prepared as a viscous syrup from 4-n-butylamino-1-alpha-methylbenzyloxy-2,2,6,6-tetramethylpiperidine (made in Example 13A) and 3,9-dichloro-2,4,8,10-tetraoxa-3, 9-diphosphaspiro[5.5]undecane according to the procedure of Example 14. The reactants are N1(N=NC2=C1C=CC=C2)C(C(=O)O)NC(=O)OCC2=CC=CC=C2 (2-(1H-benzo[d][1,2,3]triazol-1-yl)-2-(((benzyloxy)carbonyl)amino)acetic acid), N (ammonia), C(C(=O)Cl)(=O)Cl (Oxalyl chloride), NC1=C(C=CC=C1C)C(=O)C1=CC=CC=C1 ((2-amino-3-methylphenyl)(phenyl) methanone), CN1CCOCC1 (N-methyl morpholine), C(C)(=O)[O-].[NH4+] (Ammonium acetate). Solvent: C1CCOC1 (THF), CN(C)C=O (DMF), CCOC(=O)C (EtOAc), O (H2O). Reaction conditions: temperature 0 celsius, time 2 hour. The product is CC1=CC=CC2=C1NC([C@H](N=C2C2=CC=CC=C2)NC(OCC2=CC=CC=C2)=O)=O ((S)-Benzyl (9-methyl-2-oxo-5-phenyl-2,3-dihydro-1H-benzo[e][1,4]diazepin-3-yl)carbamate). RXN SMILES: [N:1]1([CH:10]([NH:14][C:15]([O:17][CH2:18][C:19]2[CH:24]=[CH:23][CH:22]=[CH:21][CH:20]=2)=[O:16])[C:11](O)=[O:12])C2C=CC=CC=2N=N1.C(Cl)(=O)C(Cl)=O.[NH2:31][C:32]1[C:37]([CH3:38])=[CH:36][CH:35]=[CH:34][C:33]=1[C:39]([C:41]1[CH:46]=[CH:45][CH:44]=[CH:43][CH:42]=1)=O.CN1CCOCC1.N.C([O-])(=O)C.[NH4+]>C1COCC1.CCOC(C)=O.O.CN(C=O)C>[CH3:38][C:37]1[C:32]2[NH:31][C:11](=[O:12])[C@@H:10]([NH:14][C:15](=[O:16])[O:17][CH2:18][C:19]3[CH:24]=[CH:23][CH:22]=[CH:21][CH:20]=3)[N:1]=[C:39]([C:41]3[CH:46]=[CH:45][CH:44]=[CH:43][CH:42]=3)[C:33]=2[CH:34]=[CH:35][CH:36]=1 |f:5.6|. Procedure: A suspension of 2-(1H-benzo[d][1,2,3]triazol-1-yl)-2-(((benzyloxy)carbonyl)amino)acetic acid (17.30 g, 53.0 mmol) in THF (128 ml) and cooled to 0° C. Oxalyl chloride (4.64 ml, 53.0 mmol) was added, followed by 50 μL DMF. The reaction mixture was stirred for 2 h at 0° C. A solution of (2-amino-3-methylphenyl)(phenyl) methanone (5.09 g, 24.09 mmol) and N-methyl morpholine (7.95 ml, 72.3 mmol) was added, and the reaction mixture was allowed to warm gradually to room temperature. After 2.5 h ammonia... Starting materials: [K+], [K+], O=C([O-])[O-], O, O=P(Cl)(Cl)Cl, Cn1c(S)nc(-c2ccncn2)cc1=O. Yields the product Cn1c(Cl)nc(-c2ccncn2)cc1=O. As a reaction SMILES: [K+:21].[K+:22].[O-:23][C:24]([O-:25])=[O:26].[OH2:27].[P:1]([Cl:2])([Cl:3])([Cl:4])=[O:5].[SH:6][c:7]1[n:8][c:9](-[c:15]2[n:16][cH:17][n:18][cH:19][cH:20]2)[cH:10][c:11](=[O:14])[n:12]1[CH3:13]>>[Cl:3][c:7]1[n:8][c:9](-[c:15]2[n:16][cH:17][n:18][cH:19][cH:20]2)[cH:10][c:11](=[O:14])[n:12]1[CH3:13]. Yield: 39.8%. Yields the product OCC=1SC2=NC=C(C=C2N1)NC(=O)C=1N(C2=CC=C(C=C2C1)C(F)(F)F)CC1=CC(=CC=C1)C (N-(2-Hydroxymethylthiazolo[5,4-b]pyrid-6-yl)-5-trifluoromethyl-1-[(3-methyl-phenyl)methyl]-1H-indole-2-carboxamide). The solvent is C1(=CC=CC=C1)C (toluene), Cl (hydrochloric acid). Reactants: FC(C=1C=C2C=C(N(C2=CC1)CC1=CC(=CC=C1)C)C(=O)OCC)(F)F (ethyl 5-trifluoromethyl-1-[(3-methylphenyl)methyl]-1H-indole-2-carboxylate), CC(C(=O)OCC=1SC2=NC=C(C=C2N1)N)(C)C ((6-amino-thiazolo[5,4-b]pyrid-2-yl)methyl 2,2-dimethylpropanoate), C[Al](C)C (trimethylaluminium). Run at temperature 110 celsius, time 15 hour. Reported procedure: To a solution of 150 mg (0.415 mmol) of ethyl 5-trifluoromethyl-1-[(3-methylphenyl)methyl]-1H-indole-2-carboxylate prepared according to the protocol described in the preceding step and 132 mg (0.498 mmol) of (6-amino-thiazolo[5,4-b]pyrid-2-yl)methyl 2,2-dimethylpropanoate, obtained in step 4.2, in 1.5 mL of dry toluene, maintained under an inert atmosphere, is added dropwise, at 0° C., 0.31 mL (0.623 mmol) of a trimethylaluminium solution (2M/toluene). The reaction mixture is stirred at 110° C.... RXN SMILES: [F:1][C:2]([F:26])([F:25])[C:3]1[CH:4]=[C:5]2[C:9](=[CH:10][CH:11]=1)[N:8]([CH2:12][C:13]1[CH:18]=[CH:17][CH:16]=[C:15]([CH3:19])[CH:14]=1)[C:7]([C:20](OCC)=[O:21])=[CH:6]2.CC(C)(C)C([O:31][CH2:32][C:33]1[S:34][C:35]2[C:40]([N:41]=1)=[CH:39][C:38]([NH2:42])=[CH:37][N:36]=2)=O.C[Al](C)C>C1(C)C=CC=CC=1.Cl>[OH:31][CH2:32][C:33]1[S:34][C:35]2[C:40]([N:41]=1)=[CH:39][C:38]([NH:42][C:20]([C:7]1[N:8]([CH2:12][C:13]3[CH:18]=[CH:17][CH:16]=[C:15]([CH3:19])[CH:14]=3)[C:9]3[C:5]([CH:6]=1)=[CH:4][C:3]([C:2]([F:1])([F:26])[F:25])=[CH:11][CH:10]=3)=[O:21])=[CH:37][N:36]=2.